From a dataset of the Open Reaction Database (ORD), a public repository of structured organic reaction records. describe an organic reaction: reactants, conditions, products, and yield Reactants: ClC=1C=C(C=C(C1F)Cl)C(F)(F)F (3,5-dichloro-4-fluorobenzotrifluoride), C(#C)C1=CNC2=CC=CC=C12 (3-ethynylindole), C([O-])([O-])=O.[K+].[K+] (potassium carbonate). Run in CN(C=O)C (dimethylformamide), O (water). Run at temperature 90 celsius, time 8 hour. Product: ClC1=C(C(=CC(=C1)C(F)(F)F)Cl)N1C=C(C2=CC=CC=C12)C#C (1-(2,6-Dichloro-4-trifluoromethylphenyl)-3 -ethynylindole). The yield is 17.9%. Reaction SMILES: [Cl:1][C:2]1[CH:3]=[C:4]([C:10]([F:13])([F:12])[F:11])[CH:5]=[C:6]([Cl:9])[C:7]=1F.[C:14]([C:16]1[C:24]2[C:19](=[CH:20][CH:21]=[CH:22][CH:23]=2)[NH:18][CH:17]=1)#[CH:15].C(=O)([O-])[O-].[K+].[K+]>CN(C)C=O.O>[Cl:1][C:2]1[CH:3]=[C:4]([C:10]([F:13])([F:12])[F:11])[CH:5]=[C:6]([Cl:9])[C:7]=1[N:18]1[C:19]2[C:24](=[CH:23][CH:22]=[CH:21][CH:20]=2)[C:16]([C:14]#[CH:15])=[CH:17]1 |f:2.3.4|. Reported procedure: To a solution of 3,5-dichloro-4-fluorobenzotrifluoride (4.79 g) in dimethylformamide (25 ml) was added 3-ethynylindole (2.9 g) and potassium carbonate (2.84 g), the mixture was heated at 90° C. for 3 hours under an atmosphere of nitrogen and then left to stir overnight at room temperature. The reaction was diluted with water (100 ml) and extracted with hexane (2×100 ml). The organic fractions were separated, combined, evaporated to dryness and purified by column chromatography on silica gel (300... The reactants are CCO, CCOC(=O)C(=NOCCI)c1csc(NC(c2ccccc2)(c2ccccc2)c2ccccc2)n1, [Na+], C1COCCO1, [OH-]. The product is O=C(O)C(=NOCCI)c1csc(NC(c2ccccc2)(c2ccccc2)c2ccccc2)n1. Reaction SMILES: [CH3:45][CH2:46][OH:47].[I:3][CH2:4][CH2:5][O:6][N:7]=[C:8]([C:9](=[O:10])[O:11][CH2:12][CH3:13])[c:14]1[n:15][c:16]([NH:19][C:20]([c:21]2[cH:22][cH:23][cH:24][cH:25][cH:26]2)([c:27]2[cH:28][cH:29][cH:30][cH:31][cH:32]2)[c:33]2[cH:34][cH:35][cH:36][cH:37][cH:38]2)[s:17][cH:18]1.[Na+:2].[O:39]1[CH2:40][CH2:41][O:42][CH2:43][CH2:44]1.[OH-:1]>>[I:3][CH2:4][CH2:5][O:6][N:7]=[C:8]([C:9](=[O:10])[OH:11])[c:14]1[n:15][c:16]([NH:19][C:20]([c:21]2[cH:22][cH:23][cH:24][cH:25][cH:26]2)([c:27]2[cH:28][cH:29][cH:30][cH:31][cH:32]2)[c:33]2[cH:34][cH:35][cH:36][cH:37][cH:38]2)[s:17][cH:18]1. The reactants are C(#CCCCCCCCCCCC)C1=C(C=CC=C1)C=C(P(OCC)(OCC)=O)P(OCC)(OCC)=O (Tetraethyl [2-[2-(1-tridecynyl)phenyl]ethenylidene]bisphosphonate), N1=CC=CC2=CC=CC=C12 (quinoline), [H][H] (hydrogen). Reagents/catalysts: [Pd] (palladium on calcium carbonate). The solvent is C(C)O (ethanol). Run at time 3 hour. The product is C(=C/CCCCCCCCCCC)/C1=C(C=CC=C1)C=C(P(OCC)(OCC)=O)P(OCC)(OCC)=O (Tetraethyl [2-[2-(1-Z-tridecenyl)phenyl]ethenylidene]bisphosphonate). The yield is 30.5%. Reaction SMILES: [C:1]([C:14]1[CH:19]=[CH:18][CH:17]=[CH:16][C:15]=1[CH:20]=[C:21]([P:30](=[O:37])([O:34][CH2:35][CH3:36])[O:31][CH2:32][CH3:33])[P:22](=[O:29])([O:26][CH2:27][CH3:28])[O:23][CH2:24][CH3:25])#[C:2][CH2:3][CH2:4][CH2:5][CH2:6][CH2:7][CH2:8][CH2:9][CH2:10][CH2:11][CH2:12][CH3:13].N1C2C(=CC=CC=2)C=CC=1.[H][H]>C(O)C.[Pd]>[CH:1](/[C:14]1[CH:19]=[CH:18][CH:17]=[CH:16][C:15]=1[CH:20]=[C:21]([P:30](=[O:37])([O:31][CH2:32][CH3:33])[O:34][CH2:35][CH3:36])[P:22](=[O:29])([O:23][CH2:24][CH3:25])[O:26][CH2:27][CH3:28])=[CH:2]/[CH2:3][CH2:4][CH2:5][CH2:6][CH2:7][CH2:8][CH2:9][CH2:10][CH2:11][CH2:12][CH3:13]. Reported procedure: Tetraethyl [2-[2-(1-tridecynyl)phenyl]ethenylidene]bisphosphonate (1.5 g, 2.7 mmol) prepared according to Example 9 was dissolved in ethanol (17 ml), and quinoline (0.043 ml) and 5% palladium on calcium carbonate poisoned with lead (13 mg) was added. A balloon filled with hydrogen was attached to the flask after purging with hydrogen. After stirring for 3 hours the hydrogen pressure was released, and the reaction mixture was filtered through Celite. The filtrate was stripped. 1H NMR showed that ... Reactants: OC=1C=C(C(C(=O)O)=CC1)C(=O)O (4-hydroxyphthalic acid), NC1=CC=C(C=C1)O (4-aminophenol), O (water). Run in C(C)(=O)O (acetic acid). Run at temperature 120 celsius, time 30 minute. Product: OC=1C=C2C(N(C(C2=CC1)=O)C1=CC=C(C=C1)O)=O (5-hydroxy-2-(4-hydroxyphenyl)isoindoline-1,3-dione). Isolated yield 74.7%. As a reaction SMILES: [OH:1][C:2]1[CH:3]=[C:4]([C:11]([OH:13])=O)[C:5](=[CH:9][CH:10]=1)[C:6]([OH:8])=O.[NH2:14][C:15]1[CH:20]=[CH:19][C:18]([OH:21])=[CH:17][CH:16]=1.O>C(O)(=O)C>[OH:1][C:2]1[CH:3]=[C:4]2[C:5](=[CH:9][CH:10]=1)[C:6](=[O:8])[N:14]([C:15]1[CH:20]=[CH:19][C:18]([OH:21])=[CH:17][CH:16]=1)[C:11]2=[O:13]. Procedure: A suspension of 4-hydroxyphthalic acid (3.00 g) and 4-aminophenol (1.98 g) in glacial acetic acid (15 mL) was heated under nitrogen at 120° C. for 1.5 h. The brown reaction solution was cooled to room temperature, poured into water (200 mL) and allowed to sit undisturbed for 30 min. The precipitate was collected by filtration and washed with water (2×60 mL). The solid was dried under high vacuum at 50° C. for 18 h yielding the title compound (3.14 g) as a tan solid. 1H NMR (DMSO-d6): 10.99 (s, 1... Reactants: CCOC(=S)C(C)Cc1ccc(OCc2nc3ccc(OC)cc3n2C)cc1, CN(C)C=O, Cl, [K+], [K+], C1CCOC1, [OH-], [OH-], O, O. Yields the product COc1ccc2nc(COc3ccc(CC(C)C(O)=S)cc3)n(C)c2c1, Cl. Reaction SMILES: [CH3:1][O:2][c:3]1[cH:4][cH:5][c:6]2[c:7]([n:8]([CH3:27])[c:9]([CH2:11][O:12][c:13]3[cH:14][cH:15][c:16]([CH2:19][CH:20]([C:21](=[S:22])[O:23][CH2:24][CH3:25])[CH3:26])[cH:17][cH:18]3)[n:10]2)[cH:28]1.[CH3:40][N:41]([CH3:42])[CH:43]=[O:44].[ClH:34].[K+:31].[K+:33].[O:35]1[CH2:36][CH2:37][CH2:38][CH2:39]1.[OH-:30].[OH-:32].[OH2:29].[OH2:45]>>[CH3:1][O:2][c:3]1[cH:4][cH:5][c:6]2[c:7]([n:8]([CH3:27])[c:9]([CH2:11][O:12][c:13]3[cH:14][cH:15][c:16]([CH2:19][CH:20]([C:21](=[S:22])[OH:23])[CH3:26])[cH:17][cH:18]3)[n:10]2)[cH:28]1.[ClH:34]. Reactants: CCOC(=O)CNC(=O)c1nc2ccc(Cl)nn2c1C, CCN(C(C)C)C(C)C, CN1CCCC1=O, O, NCCCN1CCC(OC(c2ccccc2)c2ccccc2)CC1. Product: CCOC(=O)CNC(=O)c1nc2ccc(NCCCN3CCC(OC(c4ccccc4)c4ccccc4)CC3)nn2c1C. As a reaction SMILES: [CH2:25]([CH3:26])[O:27][C:28]([CH2:29][NH:30][C:31](=[O:32])[c:33]1[n:34][c:35]2[n:36]([n:37][c:38]([Cl:41])[cH:39][cH:40]2)[c:42]1[CH3:43])=[O:44].[CH2:45]([N:46]([CH:47]([CH3:48])[CH3:49])[CH:50]([CH3:51])[CH3:52])[CH3:53].[CH3:55][N:56]1[CH2:57][CH2:58][CH2:59][C:60]1=[O:61].[OH2:54].[c:1]1([CH:7]([O:8][CH:9]2[CH2:10][CH2:11][N:12]([CH2:15][CH2:16][CH2:17][NH2:18])[CH2:13][CH2:14]2)[c:19]2[cH:20][cH:21][cH:22][cH:23][cH:24]2)[cH:2][cH:3][cH:4][cH:5][cH:6]1>>[c:1]1([CH:7]([O:8][CH:9]2[CH2:10][CH2:11][N:12]([CH2:15][CH2:16][CH2:17][NH:18][c:38]3[n:37][n:36]4[c:35]([n:34][c:33]([C:31]([NH:30][CH2:29][C:28]([O:27][CH2:25][CH3:26])=[O:44])=[O:32])[c:42]4[CH3:43])[cH:40][cH:39]3)[CH2:13][CH2:14]2)[c:19]2[cH:20][cH:21][cH:22][cH:23][cH:24]2)[cH:2][cH:3][cH:4][cH:5][cH:6]1.